From a dataset of the Open Reaction Database (ORD), a public repository of structured organic reaction records. describe an organic reaction: reactants, conditions, products, and yield Starting materials: O=C([O-])[O-], Cc1ccc(S(=O)(=O)OCC2CCCO2)cc1, CN(C)C=O, Cl, [Cs+], [Cs+], [I-], [K+], O=C1Nc2cc3c(cc2C1=O)OCCO3. Product: O=C1C(=O)N(CC2CCCO2)c2cc3c(cc21)OCCO3. As a reaction SMILES: [C:16](=[O:17])([O-:18])[O-:19].[CH3:22][c:23]1[cH:24][cH:25][c:26]([S:27]([O:28][CH2:33][CH:34]2[O:35][CH2:36][CH2:37][CH2:38]2)(=[O:29])=[O:30])[cH:31][cH:32]1.[CH3:42][N:43]([CH3:44])[CH:45]=[O:46].[ClH:41].[Cs+:20].[Cs+:21].[I-:40].[K+:39].[O:1]1[CH2:2][CH2:3][O:4][c:5]2[c:6]1[cH:7][c:8]1[c:12]([cH:13]2)[NH:11][C:10](=[O:14])[C:9]1=[O:15]>>[O:1]1[CH2:2][CH2:3][O:4][c:5]2[c:6]1[cH:7][c:8]1[c:12]([cH:13]2)[N:11]([CH2:33][CH:34]2[O:35][CH2:36][CH2:37][CH2:38]2)[C:10](=[O:14])[C:9]1=[O:15]. The reactants are IC1=CC=C(C=C1)CCCCC (1-Iodo-4-pentylbenzene), O (water), C([O-])([O-])=O.[K+].[K+] (potassium carbonate), FC1=C(C=CC=C1F)B(O)O (2,3-difluorophenyl boronic acid). Solvent: CC(=O)C (acetone). Reaction conditions: temperature 40 celsius. The product is FC1=C(C=CC=C1F)C1=CC=C(C=C1)CCCCC (2′,3′-difluoro-4-pentylbiphenyl). As a reaction SMILES: I[C:2]1[CH:7]=[CH:6][C:5]([CH2:8][CH2:9][CH2:10][CH2:11][CH3:12])=[CH:4][CH:3]=1.C(=O)([O-])[O-].[K+].[K+].[F:19][C:20]1[C:25]([F:26])=[CH:24][CH:23]=[CH:22][C:21]=1B(O)O.O>CC(C)=O>[F:19][C:20]1[C:25]([F:26])=[CH:24][CH:23]=[CH:22][C:21]=1[C:2]1[CH:3]=[CH:4][C:5]([CH2:8][CH2:9][CH2:10][CH2:11][CH3:12])=[CH:6][CH:7]=1 |f:1.2.3|. Procedure details: 1-Iodo-4-pentylbenzene (82 g, 0.3 mol), potassium carbonate (100 g, 0.72 mol), 2,3-difluorophenyl boronic acid (47 g, 0.3 mol), water (100 ml) and acetone (300 ml) were placed in a round-bottom three necked flask equipped with condenser, thermometer, mechanical stirrer, nitrogen inlet and outlet. The reaction flask was flushed with nitrogen and minor flow was held during whole reaction time. The mixture was heated up to the boiling point to degas the reaction system and then cooled down to 40° C... The reactants are C(C=C)(=O)OCCCCCC(C)C (Iso-octyl acrylate), C(C=C)(=O)O (acrylic acid), N(=NC(C#N)(C)C)C(C#N)(C)C (azobis(iso-butyronitrile)). Solvent: CC(=O)C (acetone), amber glass. Conditions: temperature 53 celsius. The product is C(C=C)(=O)OCCCCCC(C)C.C(C=C)(=O)O (iso-octyl acrylate acrylic acid). Reaction SMILES: [C:1]([O:5][CH2:6][CH2:7][CH2:8][CH2:9][CH2:10][CH:11]([CH3:13])[CH3:12])(=[O:4])[CH:2]=[CH2:3].[C:14]([OH:18])(=[O:17])[CH:15]=[CH2:16].N(C(C)(C)C#N)=NC(C)(C)C#N>CC(C)=O>[C:1]([O:5][CH2:6][CH2:7][CH2:8][CH2:9][CH2:10][CH:11]([CH3:13])[CH3:12])(=[O:4])[CH:2]=[CH2:3].[C:14]([OH:18])(=[O:17])[CH:15]=[CH2:16] |f:4.5|. Procedure: Iso-octyl acrylate (252.0 grams), acrylic acid (28.0 Grams), and azobis(iso-butyronitrile) (0.700 gram; 0.25 weight percent based on monomer) were dissolved in acetone (420 grams; monomer solids was 40.00 weight percent) in a one liter amber glass bottle. The resulting solution was sparged briefly with nitrogen to remove dissolved oxygen, sealed, and heated with agitation at 53° C. for 24 hours. The resulting copolymer solids was 38.3 weight percent, and the inherent viscosity in tetrahydrofuran... The reactants are BrC1=C(C=CC=C1)Br (1,2-dibromobenzene), C1=CC=CC2=CC3=CC=CC=C3C(=C12)B(O)O (9-anthraceneboronic acid), 9,10-anthracenediboronic acid ethylene glycol ester, BrC1=CC=C(C2=CC=CC=C12)Br (1,4-dibromonaphthalene). Product: C1=CC=CC2=CC3=CC=CC=C3C(=C12)C1=CC=C(C2=CC=CC=C12)C=1C2=CC=CC=C2C=C2C=CC=CC12 (1,4-Bis(anthracen-9-yl)naphthalene). RXN SMILES: Br[C:2]1[CH:7]=[CH:6][CH:5]=[CH:4][C:3]=1Br.Br[C:10]1[C:19]2[C:14](=[CH:15][CH:16]=[CH:17][CH:18]=2)[C:13](Br)=[CH:12][CH:11]=1.[CH:21]1[C:34]2[C:25](=[CH:26][C:27]3[C:32]([C:33]=2B(O)O)=[CH:31][CH:30]=[CH:29][CH:28]=3)[CH:24]=[CH:23][CH:22]=1>>[CH:4]1[C:3]2[C:2](=[CH:15][C:14]3[C:19]([C:18]=2[C:10]2[C:19]4[C:14](=[CH:15][CH:16]=[CH:17][CH:18]=4)[C:13]([C:33]4[C:34]5[C:25]([CH:26]=[C:27]6[C:32]=4[CH:31]=[CH:30][CH:29]=[CH:28]6)=[CH:24][CH:23]=[CH:22][CH:21]=5)=[CH:12][CH:11]=2)=[CH:10][CH:11]=[CH:12][CH:13]=3)[CH:7]=[CH:6][CH:5]=1. Procedure: Procedure analogous to Example 3a. Instead of 149.0 ml (1.2 mol) of 1,2-dibromobenzene and 98.0 g (308 mmol) of 9,10-anthracenediboronic acid ethylene glycol ester, 28.6 g (100 mmol) of 1,4-dibromonaphthalene and 68.0 g (306 mmol) of 9-anthraceneboronic acid are used. After cooling, the solid is filtered off with suction and washed twice with 500 ml of boiling ethanol each time. Yield: 33.0 g (69 mmol), 68.7% of theory; purity: 98% according to 1H-NMR.